From a dataset of the Open Reaction Database (ORD), a public repository of structured organic reaction records. describe an organic reaction: reactants, conditions, products, and yield Reactants: COC(=O)c1ccc(C)c(-n2cc(Br)nc(NC3(c4ccccc4OCc4ccccc4)CCC3)c2=O)c1, C1CCOC1, NC1CC1, CC(C)[Mg+], [Cl-], [Cl-], [NH4+]. Yields the product Cc1ccc(C(=O)NC2CC2)cc1-n1cc(Br)nc(NC2(c3ccccc3OCc3ccccc3)CCC2)c1=O. As a reaction SMILES: [CH2:1]([c:2]1[cH:3][cH:4][cH:5][cH:6][cH:7]1)[O:8][c:9]1[c:10]([C:15]2([NH:19][c:20]3[c:21](=[O:38])[n:22](-[c:27]4[cH:28][c:29]([C:30]([O:32][CH3:31])=[O:33])[cH:34][cH:35][c:36]4[CH3:37])[cH:23][c:24]([Br:26])[n:25]3)[CH2:16][CH2:17][CH2:18]2)[cH:11][cH:12][cH:13][cH:14]1.[CH2:48]1[O:49][CH2:50][CH2:51][CH2:52]1.[CH:39]1([NH2:42])[CH2:40][CH2:41]1.[CH:44]([Mg+:45])([CH3:46])[CH3:47].[Cl-:43].[Cl-:53].[NH4+:54]>>[CH2:1]([c:2]1[cH:3][cH:4][cH:5][cH:6][cH:7]1)[O:8][c:9]1[c:10]([C:15]2([NH:19][c:20]3[c:21](=[O:38])[n:22](-[c:27]4[cH:28][c:29]([C:30](=[O:32])[NH:42][CH:39]5[CH2:40][CH2:41]5)[cH:34][cH:35][c:36]4[CH3:37])[cH:23][c:24]([Br:26])[n:25]3)[CH2:16][CH2:17][CH2:18]2)[cH:11][cH:12][cH:13][cH:14]1.